describe an organic reaction: reactants, conditions, products, and yield From a dataset of the Open Reaction Database (ORD), a public repository of structured organic reaction records. Starting materials: C(C)OC(CN(C)C(CCC=1SC2=C(N1)C(=C(C=C2F)F)F)=O)=O (N-[3-(4,5,7-trifluorobenzothiazol-2-yl)propionyl]-N-methylglycine ethyl ester), P12(=S)SP3(=S)SP(=S)(S1)SP(=S)(S2)S3 (phosphorus pentasulfide). Solvent: C1=CC=CC=C1 (benzene). Conditions: temperature 60 celsius. The product is C(C)OC(CN(C)C(CCC=1SC2=C(N1)C(=C(C=C2F)F)F)=S)=O (N-[3-(4,5,7-trifluorobenzothiazol-2-yl)-1-thioxopropyl]N-methylglycine ethyl ester). Yield: 35.2%. Reaction SMILES: [CH2:1]([O:3][C:4](=[O:24])[CH2:5][N:6]([C:8](=O)[CH2:9][CH2:10][C:11]1[S:12][C:13]2[C:19]([F:20])=[CH:18][C:17]([F:21])=[C:16]([F:22])[C:14]=2[N:15]=1)[CH3:7])[CH3:2].P12(SP3(SP(SP(S3)(S1)=S)(=S)S2)=S)=[S:26]>C1C=CC=CC=1>[CH2:1]([O:3][C:4](=[O:24])[CH2:5][N:6]([C:8](=[S:26])[CH2:9][CH2:10][C:11]1[S:12][C:13]2[C:19]([F:20])=[CH:18][C:17]([F:21])=[C:16]([F:22])[C:14]=2[N:15]=1)[CH3:7])[CH3:2]. Procedure details: To benzene (10 ml) was added N-[3-(4,5,7-trifluorobenzothiazol-2-yl)propionyl]-N-methylglycine ethyl ester (610 mg, 1.7 mmol) obtained in Example 3-ii) and phosphorus pentasulfide (378 mg, 1.7 mmol) and the mixture was heated at 60° C. for 3 hours. The organic phase was decanted and the residue was extracted with ether. All the organic phases were combined, washed with water, dried and evaporated to yield a residue, which was crystallized from hexane-isopropyl ether to give N-[3-(4,5,7-trifluoro... Starting materials: Brc1ccccc1SC1CCC1, [Li]CCCC, C1CCOC1, CN(C)C=O, O. Product: O=Cc1ccccc1SC1CCC1. As a reaction SMILES: [Br:6][c:7]1[c:8]([S:13][CH:14]2[CH2:15][CH2:16][CH2:17]2)[cH:9][cH:10][cH:11][cH:12]1.[CH2:1]([Li:2])[CH2:3][CH2:4][CH3:5].[CH2:24]1[O:25][CH2:26][CH2:27][CH2:28]1.[O:18]=[CH:19][N:20]([CH3:21])[CH3:22].[OH2:23]>>[c:7]1([CH:19]=[O:18])[c:8]([S:13][CH:14]2[CH2:15][CH2:16][CH2:17]2)[cH:9][cH:10][cH:11][cH:12]1. Reactants: Cl (hydrochloric acid), COC=1C=C(C=CC1OC)/C=C/C#N ((2E)-3-(3,4-dimethoxyphenyl)prop-2-enenitrile), [BH4-].[Na+] (NaBH4). Solvent: ice, N1=CC=CC=C1 (pyridine), CO (methanol). Conditions: temperature 100 celsius. Product: COC=1C=C(C=CC1OC)CCC#N (3-(3,4-dimethoxyphenyl)propanenitrile). Yield: 80.9%. Reaction SMILES: [CH3:1][O:2][C:3]1[CH:4]=[C:5](/[CH:11]=[CH:12]/[C:13]#[N:14])[CH:6]=[CH:7][C:8]=1[O:9][CH3:10].[BH4-].[Na+].Cl>N1C=CC=CC=1.CO>[CH3:1][O:2][C:3]1[CH:4]=[C:5]([CH2:11][CH2:12][C:13]#[N:14])[CH:6]=[CH:7][C:8]=1[O:9][CH3:10] |f:1.2|. Procedure details: To a solution of 1 g (5.3 mmoles) of (2E)-3-(3,4-dimethoxyphenyl)prop-2-enenitrile in 9.3 mL of pyridine and 2.8 mL of methanol there is added, little by little, 0.24 g of NaBH4 (6.3 mmol, 1.2 eq.). The reaction mixture is heated at reflux (100° C.) for 9 hours. After cooling to ambient temperature, the reaction mixture is added to a solution of 9 mL of hydrochloric acid 37% in 24 g of ice. The solution is extracted twice with dichloromethane. The organic phases are collected and the solvent is ... The reactants are O=C1C(=C(C2=C(O1)C1=CC=CC=C1C2)N2CCCCC2)C#N (2-oxo-4-(piperidin-1-yl)-2,5-dihydroindeno[1,2-b]pyran-3-carbonitrile), indanone-1, [H-].[Na+] (NaH). Run in C1CCOC1 (THF). The product is N1(CCCCC1)C1=C2C(=C3CC=4C=CC=CC4C3=C1C#N)C1=CC=CC=C1C2 (6-Piperidin-1-yl-7,12-dihydro-indeno[1,2-a]fluorene-5-carbonitrile). RXN SMILES: O=[C:2]1O[C:6]2[C:8]3[C:13]([CH2:14][C:5]=2[C:4]([N:15]2[CH2:20][CH2:19][CH2:18][CH2:17][CH2:16]2)=[C:3]1[C:21]#[N:22])=[CH:12][CH:11]=[CH:10][CH:9]=3.[H-].[Na+]>C1COCC1>[N:15]1([C:4]2[C:3]([C:21]#[N:22])=[C:2]3[C:5]([CH2:6][C:8]4[CH:9]=[CH:10][CH:11]=[CH:12][C:13]=43)=[C:6]3[C:8]4[C:13]([CH2:14][C:5]=23)=[CH:12][CH:11]=[CH:10][CH:9]=4)[CH2:20][CH2:19][CH2:18][CH2:17][CH2:16]1 |f:1.2|. Procedure: A mixture of 2-oxo-4-(piperidin-1-yl)-2,5-dihydroindeno[1,2-b]pyran-3-carbonitrile (292 mg), indanone-1 (132 mg) and NaH (41 mg) in THF was stirred for <5 min. After completion, the reaction solvent was evaporated under vacuum to dryness and crude solid was quenched with ice water and subsequently neutralized with dil. HCl, finally purified by column chromatography using ethylacetate-hexane as eluent. White solid; mp 186-188° C.; 1H NMR (200 MHz, CDCl3) δ 1.66-1.70 (m, 2H, CH2), 1.81-1.85 (m, 2H... Reactants: CC1=CC=CC2=NNN=C12 (Tolytriazole), Cl[O-].[Na+] (Sodium Hypochlorite). The product is ClN1N=NC2=C1C=CC=C2 (1-Chlorobenzotriazole). RXN SMILES: C[C:2]1[C:10]2[C:6](=[N:7][NH:8][N:9]=2)[CH:5]=[CH:4][CH:3]=1.[Cl:11][O-].[Na+]>>[Cl:11][N:9]1[C:10]2[CH:2]=[CH:3][CH:4]=[CH:5][C:6]=2[N:7]=[N:8]1 |f:1.2|. Reported procedure: The Performance of Tolytriazole in the Presence of Sodium Hypochlorite Under Simulated Field Conditions, NACE Corrosion/83, Paper No.283, (1983).